This data is from the Open Reaction Database (ORD), a public repository of structured organic reaction records. The task is: describe an organic reaction: reactants, conditions, products, and yield Reactants: C(C1=CC=CC=C1)OC1=C(C(=C(C(=C1C)C)OCC1=CC=CC=C1)C)CCCC(=O)O (4-(2,5-bis(benzyloxy)-3,4,6-trimethylphenyl)butanoic acid), C(=O)(N1C=NC=C1)N1C=NC=C1 (carbonyldiimidazole), C(CC)N (n-propylamine). Solvent: C1CCOC1 (THF), C1CCOC1 (THF). Reaction conditions: time 1.5 hour. The product is C(C1=CC=CC=C1)OC1=C(C(=C(C(=C1C)C)OCC1=CC=CC=C1)C)CCCC(=O)NCCC (4-(2,5-bis(benzyloxy)-3,4,6-trimethylphenyl)-N-propylbutanamide). Yield: 32.8%. Reaction SMILES: [CH2:1]([O:8][C:9]1[C:14]([CH3:15])=[C:13]([CH3:16])[C:12]([O:17][CH2:18][C:19]2[CH:24]=[CH:23][CH:22]=[CH:21][CH:20]=2)=[C:11]([CH3:25])[C:10]=1[CH2:26][CH2:27][CH2:28]C(O)=O)[C:2]1[CH:7]=[CH:6][CH:5]=[CH:4][CH:3]=1.[C:32]([N:39]1[CH:43]=[CH:42]N=C1)(N1C=CN=C1)=[O:33].[CH2:44](N)CC>C1COCC1>[CH2:1]([O:8][C:9]1[C:14]([CH3:15])=[C:13]([CH3:16])[C:12]([O:17][CH2:18][C:19]2[CH:24]=[CH:23][CH:22]=[CH:21][CH:20]=2)=[C:11]([CH3:25])[C:10]=1[CH2:26][CH2:27][CH2:28][C:32]([NH:39][CH2:43][CH2:42][CH3:44])=[O:33])[C:2]1[CH:3]=[CH:4][CH:5]=[CH:6][CH:7]=1. Reported procedure: A solution of 4-(2,5-bis(benzyloxy)-3,4,6-trimethylphenyl)butanoic acid (325 mg) in 3 mL THF was treated with carbonyldiimidazole (177 mg, 1.06 mmol). The cloudy yellow solution was stirred at room temperature for 1.5 h. One portion of ˜0.45 mmol was added to a solution of n-propylamine (155 μL, 111 mg) in 2 mL THF and let stir overnight. The reaction mixture was concentrated to a pink-tan solid, dissolved into 5 mL CH2Cl2 and washed with 1×3 mL 2.5 M HCl, 1×3 mL saturated aqueous NaHCO3, 2×2 mL... Starting materials: ClC=1C=C(C(=O)OC)C=C(N1)Cl (Methyl 2,6-dichloroisonicotinate), CNS(=O)(=O)C (methyl(methylsulfonyl)amine), intermediate 3.6.5, ClC=1C=C(C(=O)O)C=C(N1)N(S(=O)(=O)C)C (2-chloro-6-[methyl(methylsulfonyl)amino]isonicotinic acid). Product: C[C@@H]1C(C1)[C@@H](C)NC=1C=C(C(=O)O)C=C(N1)N(S(=O)(=O)C)C (2-({(1R)-1-[(2S)-2-methylcyclopropyl]ethyl}amino)-6-[methyl(methylsulfonyl)amino]isonicotinic acid). As a reaction SMILES: ClC1[CH:3]=[C:4]([CH:9]=[C:10](Cl)[N:11]=1)[C:5](OC)=O.[CH3:13]NS(C)(=O)=O.Cl[C:20]1[CH:21]=[C:22]([CH:26]=[C:27]([N:29]([CH3:34])[S:30]([CH3:33])(=[O:32])=[O:31])[N:28]=1)[C:23]([OH:25])=[O:24]>>[CH3:5][C@H:4]1[CH2:3][CH:9]1[C@H:10]([NH:11][C:20]1[CH:21]=[C:22]([CH:26]=[C:27]([N:29]([CH3:34])[S:30]([CH3:33])(=[O:32])=[O:31])[N:28]=1)[C:23]([OH:25])=[O:24])[CH3:13]. Procedure: Prepared from Methyl 2,6-dichloroisonicotinate, methyl(methylsulfonyl)amine and intermediate 3.6.5 following a similar procedure as described for the preparation of intermediate 4.2c.1. MS M+1=328.